Dataset: the Open Reaction Database (ORD), a public repository of structured organic reaction records. Task: describe an organic reaction: reactants, conditions, products, and yield Starting materials: C(C1=CC=CC=C1)OC(NC1=CC=C(C=C1)NC(CCCCBr)=O)=O ([4-(5-Bromo-pentanoylamino)-phenyl]-carbamic acid benzyl ester), CNC (dimethylamine), O (water). Run in ClCCl (dichloromethane), ClCCl (dichloromethane). The product is C(C1=CC=CC=C1)OC(NC1=CC=C(C=C1)NC(CCCCN(C)C)=O)=O ([4-(5-Dimethylamino-pentanoylamino)-phenyl]carbamic acid benzyl ester). Yield: 68.0%. As a reaction SMILES: [CH2:1]([O:8][C:9](=[O:25])[NH:10][C:11]1[CH:16]=[CH:15][C:14]([NH:17][C:18](=[O:24])[CH2:19][CH2:20][CH2:21][CH2:22]Br)=[CH:13][CH:12]=1)[C:2]1[CH:7]=[CH:6][CH:5]=[CH:4][CH:3]=1.[CH3:26][NH:27][CH3:28].O>ClCCl>[CH2:1]([O:8][C:9](=[O:25])[NH:10][C:11]1[CH:16]=[CH:15][C:14]([NH:17][C:18](=[O:24])[CH2:19][CH2:20][CH2:21][CH2:22][N:27]([CH3:28])[CH3:26])=[CH:13][CH:12]=1)[C:2]1[CH:7]=[CH:6][CH:5]=[CH:4][CH:3]=1. Procedure details: Compound 2 (5.88 g, 0.012 mol) was stirred in dichloromethane (150 mL) with 40% aqueous dimethylamine (10 mL) and water (25 mL) for 24 h. The solution was diluted with dichloromethane (50 mL) and washed with water (1×100 mL), 1 M aqueous sodium hydroxide (1×100 mL), and saturated brine (1×100 mL). The organic phase was dried (MgSO4) and concentrated in vacuo to give 3 as a white solid (3 g, 68%). Reactants: CC(=O)O[BH-](OC(C)=O)OC(C)=O, O=C([O-])O, CC(=O)O, CN1CCCC1=O, CC(C)(CN)CO, [Na+], [Na+], O=Cc1ccc(-c2nc3ccnc(-c4cn[nH]c4)c3cc2-c2ccccc2)cc1. Product: CC(C)(CO)CNCc1ccc(-c2nc3ccnc(-c4cn[nH]c4)c3cc2-c2ccccc2)cc1. RXN SMILES: [C:41]([O:42][BH-:43]([O:44][C:45](=[O:46])[CH3:47])[O:48][C:49](=[O:50])[CH3:51])(=[O:52])[CH3:53].[C:55](=[O:56])([OH:57])[O-:58].[CH3:37][C:38](=[O:39])[OH:40].[CH3:60][N:61]1[CH2:62][CH2:63][CH2:64][C:65]1=[O:66].[NH2:30][CH2:31][C:32]([CH2:33][OH:34])([CH3:35])[CH3:36].[Na+:54].[Na+:59].[c:1]1(-[c:7]2[c:8](-[c:22]3[cH:23][cH:24][c:25]([CH:26]=[O:27])[cH:28][cH:29]3)[n:9][c:10]3[cH:11][cH:12][n:13][c:14](-[c:17]4[cH:18][n:19][nH:20][cH:21]4)[c:15]3[cH:16]2)[cH:2][cH:3][cH:4][cH:5][cH:6]1>>[c:1]1(-[c:7]2[c:8](-[c:22]3[cH:23][cH:24][c:25]([CH2:26][NH:30][CH2:31][C:32]([CH2:33][OH:34])([CH3:35])[CH3:36])[cH:28][cH:29]3)[n:9][c:10]3[cH:11][cH:12][n:13][c:14](-[c:17]4[cH:18][nH:19][n:20][cH:21]4)[c:15]3[cH:16]2)[cH:2][cH:3][cH:4][cH:5][cH:6]1. Reactants: C(C)(=O)O[C@H]1[C@H](O[C@@H]([C@@H]([C@@H]1OC(C)=O)OC(C)=O)COC(C)=O)Br (2,3,4,6-tetra-O-acetyl-α-D-galactopyranosyl bromide), [Sn](CCCC)(CCCC)(CCCC)Cl (n-Bu3SnCl), [BH3-]C#N.[Na+] (NaBH3CN), C(=C)P(OCC)(OCC)=O (diethyl vinylphosphonate), C1CCC(CC1)(C#N)N=NC2(CCCCC2)C#N (ABCN), C(C)(C)(C)O (tert-butanol). The solvent is C1CCCCC1.CCOC(=O)C (cyclohexane EtOAc), C(C)OCC (diethylether). Conditions: temperature 35 celsius, time 4 day. Yields the product C(C)(=O)O[C@H]1[C@H](O[C@@H]([C@@H]([C@@H]1OC(C)=O)OC(C)=O)COC(C)=O)CCP(OCC)(OCC)=O (Diethyl 2-(2,3,4,6-tetra-O-acetyl-α-D-galactopyranosyl)-ethylphosphonate). Yield: 77.3%. Reaction SMILES: [C:1]([O:4][C@@H:5]1[C@@H:10]([O:11][C:12](=[O:14])[CH3:13])[C@@H:9]([O:15][C:16](=[O:18])[CH3:17])[C@@H:8]([CH2:19][O:20][C:21](=[O:23])[CH3:22])[O:7][C@@H:6]1Br)(=[O:3])[CH3:2].[Sn](Cl)(CCCC)(CCCC)CCCC.[BH3-]C#N.[Na+].[CH:43]([P:45](=[O:52])([O:49][CH2:50][CH3:51])[O:46][CH2:47][CH3:48])=[CH2:44].C1CCC(N=NC2(C#N)CCCCC2)(C#N)CC1.C(O)(C)(C)C>C(OCC)C.C1CCCCC1.CCOC(C)=O>[C:1]([O:4][C@@H:5]1[C@@H:10]([O:11][C:12](=[O:14])[CH3:13])[C@@H:9]([O:15][C:16](=[O:18])[CH3:17])[C@@H:8]([CH2:19][O:20][C:21](=[O:23])[CH3:22])[O:7][C@@H:6]1[CH2:44][CH2:43][P:45](=[O:52])([O:49][CH2:50][CH3:51])[O:46][CH2:47][CH3:48])(=[O:3])[CH3:2] |f:2.3,8.9|. Reported procedure: Under a nitrogen atmosphere, a solution of 4 (274 mg, 0.67 mmol), n-Bu3SnCl (57 μL, 0.21 mmol, 0.3 equiv.), NaBH3CN (95% grade, 65 mg, 1.04 mmol, 1.5 equiv.), diethyl vinylphosphonate (1.1 mL, 6.91 mmol, 10 equiv.), ABCN (110 mg, 0.45 mmol, 0.67 equiv.), and tert-butanol (0.65 mL, 6.91 mmol, 10 equiv.) in diethylether (5 mL) was stirred at reflux temperature (35° C.). After 4 days, TLC (cyclohexane/EtOAc 1:1) showed complete consumption of the starting material and the formation of two new speci... The reactants are II (Iodine), N1C=NC=C1 (imidazole), C1(=CC=CC=C1)P(C1=CC=CC=C1)C1=CC=CC=C1 (triphenylphosphine), OCC=1C=C2C=C(NC2=C(C1)[N+](=O)[O-])C1=CC=CC=C1 (5-Hydroxymethyl-2-phenyl-7-nitro-1H-indole). Solvent: C1CCOC1 (THF). Conditions: time 2 hour. The product is ICC=1C=C2C=C(NC2=C(C1)[N+](=O)[O-])C1=CC=CC=C1 (5-Iodomethyl-2-phenyl-7-nitro-1H-indole). As a reaction SMILES: O[CH2:2][C:3]1[CH:4]=[C:5]2[C:9](=[C:10]([N+:12]([O-:14])=[O:13])[CH:11]=1)[NH:8][C:7]([C:15]1[CH:20]=[CH:19][CH:18]=[CH:17][CH:16]=1)=[CH:6]2.N1C=CN=C1.C1(P(C2C=CC=CC=2)C2C=CC=CC=2)C=CC=CC=1.[I:45]I>C1COCC1>[I:45][CH2:2][C:3]1[CH:4]=[C:5]2[C:9](=[C:10]([N+:12]([O-:14])=[O:13])[CH:11]=1)[NH:8][C:7]([C:15]1[CH:20]=[CH:19][CH:18]=[CH:17][CH:16]=1)=[CH:6]2. Procedure details: 5-Hydroxymethyl-2-phenyl-7-nitro-1H-indole (804 mg, 3 mmol) prepared in Step A of Example 29 was dissolved in THF (10 mL), and imidazole (408 mg, 6 mmol) and triphenylphosphine (1.52 g, 6 mmol) were added thereto. Iodine (453 mg, 3.9 mmol) was added to the mixture, which was then stirred for 2 h. After completion of the reaction, the reaction mixture was filtered through a cellite, and the product was used in the next reaction without further purification.